From a dataset of the Open Reaction Database (ORD), a public repository of structured organic reaction records. describe an organic reaction: reactants, conditions, products, and yield Reactants: COC(C1=CC(=C(C=C1)Br)OC(F)(F)F)=O (4-bromo-3-trifluoromethoxy-benzoic acid methyl ester), COC(N[C@@H](C(C)C)C(=O)N1[C@@H](C[C@@H](C1)SC)C=1NC=C(N1)C1=CC=C(C=C1)B1OC(C(O1)(C)C)(C)C)=O ([(S)-2-methyl-1-((2S,4S)-4-methylsulfanyl-2-{4-[4-(4,4,5,5-tetramethyl-1,3,2-dioxaborolan-2-yl)-phenyl]-1H-imidazol-2-yl}-pyrrolidine-1-carbonyl)-propyl]-carbamic acid methyl ester), C([O-])([O-])=O.[K+].[K+] (potassium carbonate), C1(=CC=CC=C1)C (toluene), Pd(dppf)Cl2CH2Cl2. Solvent: O (water). Reaction conditions: temperature 100 celsius. The product is COC(=O)C1=CC(=C(C=C1)C1=CC=C(C=C1)C=1N=C(NC1)[C@H]1N(C[C@H](C1)SC)C([C@H](C(C)C)NC(=O)OC)=O)OC(F)(F)F (4′-{2-[(2S,4S)-1-((S)-2-Methoxycarbonylamino-3-methyl-butyryl)-4-methylsulfanyl-pyrrolidin-2-yl]-1H-imidazol-4-yl}-2-trifluoromethoxy-biphenyl-4-carboxylic acid methyl ester). As a reaction SMILES: [CH3:1][O:2][C:3](=[O:16])[C:4]1[CH:9]=[CH:8][C:7](Br)=[C:6]([O:11][C:12]([F:15])([F:14])[F:13])[CH:5]=1.[CH3:17][O:18][C:19](=[O:54])[NH:20][C@H:21]([C:25]([N:27]1[CH2:31][C@@H:30]([S:32][CH3:33])[CH2:29][C@H:28]1[C:34]1[NH:35][CH:36]=[C:37]([C:39]2[CH:44]=[CH:43][C:42](B3OC(C)(C)C(C)(C)O3)=[CH:41][CH:40]=2)[N:38]=1)=[O:26])[CH:22]([CH3:24])[CH3:23].C(=O)([O-])[O-].[K+].[K+].C1(C)C=CC=CC=1>O>[CH3:1][O:2][C:3]([C:4]1[CH:9]=[CH:8][C:7]([C:42]2[CH:43]=[CH:44][C:39]([C:37]3[N:38]=[C:34]([C@@H:28]4[CH2:29][C@H:30]([S:32][CH3:33])[CH2:31][N:27]4[C:25](=[O:26])[C@@H:21]([NH:20][C:19]([O:18][CH3:17])=[O:54])[CH:22]([CH3:24])[CH3:23])[NH:35][CH:36]=3)=[CH:40][CH:41]=2)=[C:6]([O:11][C:12]([F:15])([F:14])[F:13])[CH:5]=1)=[O:16] |f:2.3.4|. Procedure details: To a mixture of 4-bromo-3-trifluoromethoxy-benzoic acid methyl ester (184 mg, 0.62 mmol), [(S)-2-methyl-1-((2S,4S)-4-methylsulfanyl-2-{4-[4-(4,4,5,5-tetramethyl-1,3,2-dioxaborolan-2-yl)-phenyl]-1H-imidazol-2-yl}-pyrrolidine-1-carbonyl)-propyl]-carbamic acid methyl ester (300 mg, 0.55 mmol) and potassium carbonate (344 mg, 2.49 mmol) at RT was added toluene (1.35 mL) followed by water (0.69 mL). The reaction mixture was purged with nitrogen, Pd(dppf)Cl2CH2Cl2 (27.4 mg, 0.034 mmol) was added under... Reactants: CCO, CCOCC, [K+], [OH-], COC(=O)C1(c2ccccc2)CCOCC1. Product: O=C(O)C1(c2ccccc2)CCOCC1. RXN SMILES: [CH3:19][CH2:20][OH:21].[CH3:22][CH2:23][O:24][CH2:25][CH3:26].[K+:18].[OH-:17].[c:1]1([C:7]2([C:13](=[O:14])[O:15][CH3:16])[CH2:8][CH2:9][O:10][CH2:11][CH2:12]2)[cH:2][cH:3][cH:4][cH:5][cH:6]1>>[c:1]1([C:7]2([C:13](=[O:14])[OH:15])[CH2:8][CH2:9][O:10][CH2:11][CH2:12]2)[cH:2][cH:3][cH:4][cH:5][cH:6]1.